From a dataset of the Open Reaction Database (ORD), a public repository of structured organic reaction records. describe an organic reaction: reactants, conditions, products, and yield Reactants: CC=1N(C(=C(C(C1C(=O)OCOC(CC)=O)C1=CC(=CC=C1)[N+](=O)[O-])C(=O)OCOC(CC)=O)C)COC (bis(propionyloxymethyl) 1,4-dihydro-2,6-dimethyl-1-methoxymethyl-4-(3-nitrophenyl)-3,5-pyridinedicarboxylate). Run in C(C)(C)OC(C)C (isopropyl ether), O (water). Conditions: time 8 hour. Product: CC=1N(C(=C([C@H](C1C(=O)O)C1=CC(=CC=C1)[N+](=O)[O-])C(=O)OCOC(CC)=O)C)COC ((S)-1,4-dihydro-2,6-dimethyl-l-methoxymethyl-(3-nitrophenyl)-5-propionyloxymethoxycarbonyl-3-pyridinecarboxylic acid). The yield is 69.2%. As a reaction SMILES: [CH3:1][C:2]1[N:3]([CH2:36][O:37][CH3:38])[C:4]([CH3:35])=[C:5]([C:26]([O:28][CH2:29][O:30][C:31](=[O:34])[CH2:32][CH3:33])=[O:27])[CH:6]([C:17]2[CH:22]=[CH:21][CH:20]=[C:19]([N+:23]([O-:25])=[O:24])[CH:18]=2)[C:7]=1[C:8]([O:10]COC(=O)CC)=[O:9]>C(OC(C)C)(C)C.O>[CH3:1][C:2]1[N:3]([CH2:36][O:37][CH3:38])[C:4]([CH3:35])=[C:5]([C:26]([O:28][CH2:29][O:30][C:31](=[O:34])[CH2:32][CH3:33])=[O:27])[C@@H:6]([C:17]2[CH:22]=[CH:21][CH:20]=[C:19]([N+:23]([O-:25])=[O:24])[CH:18]=2)[C:7]=1[C:8]([OH:10])=[O:9]. Reported procedure: In 20 ml of isopropyl ether saturated with water was dissolved 267 mg of bis(propionyloxymethyl) 1,4-dihydro-2,6-dimethyl-1-methoxymethyl-4-(3-nitrophenyl)-3,5-pyridinedicarboxylate obtained in Example 12, and 50 mg of Lipase B was added thereto, followed by stirring at 0° to 5° C. for 8 hours. Any insoluble matter was removed by filtration and washed with dichloromethane. The filtrate was concentrated under reduced pressure, and the residue was subjected to silica gel column chromatography (eth... The reactants are COC(CC1=CC=C(C=C1)C#CC=1C=C2C(CC(OC2=C(C1)CBr)(C)C)(C)C)=O ({4-[8-bromomethyl-2,2,4,4-tetramethyl-chroman-6-ylethynyl]-phenyl}-acetic acid methyl ester), COC(CC1=CC=C(C=C1)C#CC=1C=C2C(CC(OC2=C(C1)CBr)(C)C)(C)C)=O ({4-[8-bromomethyl-2,2,4,4-tetramethyl-chroman-6-ylethynyl]-phenyl}-acetic acid methyl ester), C[Si](C)(C)C#C (trimethylsilylacetylene), C(C)(=O)OCC (ethyl acetate). Reagents/catalysts: Cl[Pd]([P](C1=CC=CC=C1)(C2=CC=CC=C2)C3=CC=CC=C3)([P](C4=CC=CC=C4)(C5=CC=CC=C5)C6=CC=CC=C6)Cl (dichlorobis(triphenylphosphine)palladium(II)). Run in C(C)N(CC)CC (triethyl amine), CN(C=O)C (N,N-dimethylformamide), CCCCCC (hexane). Run at temperature 95 celsius. Yields the product COC(CC1=CC=C(C=C1)C#CC=1C=C2C(CC(OC2=C(C1)CC#C[Si](C)(C)C)(C)C)(C)C)=O ({4-[2,2,4,4-Tetramethyl-8-(3-trimethylsilanyl-prop-2-ynyl)-chroman-6-ylethynyl]-phenyl}-acetic acid methyl ester). The yield is 63.0%. As a reaction SMILES: [CH3:1][O:2][C:3](=[O:29])[CH2:4][C:5]1[CH:10]=[CH:9][C:8]([C:11]#[C:12][C:13]2[CH:14]=[C:15]3[C:20](=[C:21]([CH2:23]Br)[CH:22]=2)[O:19][C:18]([CH3:26])([CH3:25])[CH2:17][C:16]3([CH3:28])[CH3:27])=[CH:7][CH:6]=1.[CH3:30][Si:31]([C:34]#[CH:35])([CH3:33])[CH3:32].C(OCC)(=O)C>C(N(CC)CC)C.CN(C)C=O.CCCCCC.Cl[Pd](Cl)([P](C1C=CC=CC=1)(C1C=CC=CC=1)C1C=CC=CC=1)[P](C1C=CC=CC=1)(C1C=CC=CC=1)C1C=CC=CC=1>[CH3:1][O:2][C:3](=[O:29])[CH2:4][C:5]1[CH:10]=[CH:9][C:8]([C:11]#[C:12][C:13]2[CH:14]=[C:15]3[C:20](=[C:21]([CH2:23][C:35]#[C:34][Si:31]([CH3:33])([CH3:32])[CH3:30])[CH:22]=2)[O:19][C:18]([CH3:26])([CH3:25])[CH2:17][C:16]3([CH3:28])[CH3:27])=[CH:7][CH:6]=1 |^1:62,81|. Procedure: A solution of {4-[8-bromomethyl-2,2,4,4-tetramethyl-chroman-6-ylethynyl]-phenyl}-acetic acid methyl ester (Compound 47, 1.1 g, 2.4 mmol) in triethyl amine (2 mL) and N,N-dimethylformamide (10 mL) was sparged with argon and treated with trimethylsilylacetylene (2 mL, 14.1 mmol) and dichlorobis(triphenylphosphine)palladium(II) (0.135 g, 0.192 mmol). The resulting reaction mixture was heated at 95° C. for 20 h at the end of which it was cooled to ambient temperature and subjected to flash column ch... The reactants are [BH4-].[Na+] (NaBH4), C(C)(C)(C)OC(=O)NC(C(=O)O)CC1CCCC1 (2-((tert-butoxycarbonyl)amino)-3-cyclopentylpropanoic acid), ClC(=O)OCC(C)C (isobutyl chloroformate), CN1CCOCC1 (N-methylmorpholine). Solvent: O (water), C1CCOC1 (THF). Conditions: temperature -10 celsius, time 5 minute. Product: C1(CCCC1)CC(CO)NC(OC(C)(C)C)=O (tert-butyl 1-cyclopentyl-3-hydroxypropan-2-ylcarbamate). Isolated yield 72.2%. RXN SMILES: [C:1]([O:5][C:6]([NH:8][CH:9]([CH2:13][CH:14]1[CH2:18][CH2:17][CH2:16][CH2:15]1)[C:10](O)=[O:11])=[O:7])([CH3:4])([CH3:3])[CH3:2].CN1CCOCC1.ClC(OCC(C)C)=O.[BH4-].[Na+]>C1COCC1.O>[CH:14]1([CH2:13][CH:9]([NH:8][C:6](=[O:7])[O:5][C:1]([CH3:3])([CH3:2])[CH3:4])[CH2:10][OH:11])[CH2:15][CH2:16][CH2:17][CH2:18]1 |f:3.4|. Reported procedure: To a solution of 2-((tert-butoxycarbonyl)amino)-3-cyclopentylpropanoic acid (730 mg, 2.84 mmol) in THF (7.5 mL) cooled to −10° C. was added N-methylmorpholine (0.312 mL, 2.84 mmol) followed by isobutyl chloroformate (0.373 mL, 2.84 mmol). The reaction mixture was then stirred for 5 min. The solid obtained was removed by filtration and washed with THF (5 mL). The filtrate was cooled to −10° C. and treated with NaBH4 (161 mg, 4.26 mmol) in water (5 mL) dropwise. The reaction mixture was stirred at... The reactants are CCOC(=O)C(=O)Nc1cc(Cl)c(Oc2ccc(O)c(S(=O)(=O)N3CCCC3)c2)c(Cl)c1, CO, Cl, [K+], [OH-], O. Product: O=C(O)C(=O)Nc1cc(Cl)c(Oc2ccc(O)c(S(=O)(=O)N3CCCC3)c2)c(Cl)c1. RXN SMILES: [CH2:1]([CH3:2])[O:3][C:4]([C:5](=[O:6])[NH:7][c:8]1[cH:9][c:10]([Cl:31])[c:11]([O:15][c:16]2[cH:17][c:18]([S:23](=[O:24])(=[O:25])[N:26]3[CH2:27][CH2:28][CH2:29][CH2:30]3)[c:19]([OH:22])[cH:20][cH:21]2)[c:12]([Cl:14])[cH:13]1)=[O:32].[CH3:37][OH:38].[ClH:35].[K+:34].[OH-:33].[OH2:36]>>[O:3]=[C:4]([C:5](=[O:6])[NH:7][c:8]1[cH:9][c:10]([Cl:31])[c:11]([O:15][c:16]2[cH:17][c:18]([S:23](=[O:24])(=[O:25])[N:26]3[CH2:27][CH2:28][CH2:29][CH2:30]3)[c:19]([OH:22])[cH:20][cH:21]2)[c:12]([Cl:14])[cH:13]1)[OH:32].